describe an organic reaction: reactants, conditions, products, and yield From a dataset of the Open Reaction Database (ORD), a public repository of structured organic reaction records. Starting materials: CS(=O)(=O)c1ccc(CBr)cc1, O=C1NCCC(F)(F)CC1NS(=O)(=O)c1ccc(Cl)cc1. Yields the product CS(=O)(=O)c1ccc(CN(C2CC(F)(F)CCNC2=O)S(=O)(=O)c2ccc(Cl)cc2)cc1. RXN SMILES: [CH3:22][S:23](=[O:24])(=[O:25])[c:26]1[cH:27][cH:28][c:29]([CH2:30][Br:31])[cH:32][cH:33]1.[Cl:1][c:2]1[cH:3][cH:4][c:5]([S:8](=[O:9])(=[O:10])[NH:11][CH:12]2[C:13](=[O:21])[NH:14][CH2:15][CH2:16][C:17]([F:19])([F:20])[CH2:18]2)[cH:6][cH:7]1>>[Cl:1][c:2]1[cH:3][cH:4][c:5]([S:8](=[O:9])(=[O:10])[N:11]([CH:12]2[C:13](=[O:21])[NH:14][CH2:15][CH2:16][C:17]([F:19])([F:20])[CH2:18]2)[CH2:30][c:29]2[cH:28][cH:27][c:26]([S:23]([CH3:22])(=[O:24])=[O:25])[cH:33][cH:32]2)[cH:6][cH:7]1. The reactants are OC1=CC(=CC2=C1C=1CNCCC1C(O2)(C)C)C(C(CCCCC)C)C (10-hydroxy-5,5-dimethyl-8-(1,2-dimethylheptyl)-1,2,3,4-tetrahydro-5H-[1]benzopyrano[4,3-c]pyridine), ClCC(=O)N(C)C (2-chloro-N,N-dimethylacetamide). The product is OC1=CC(=CC2=C1C=1CN(CCC1C(O2)(C)C)CC(=O)N(C)C)C(C(CCCCC)C)C (10-Hydroxy-N,N,5,5-tetramethyl-8-(1,2-dimethylheptyl)-1,2,3,4-tetrahydro-5H-[1]benzopyrano[4,3-c]pyridine-2-acetamide). RXN SMILES: [OH:1][C:2]1[C:7]2[C:8]3[CH2:9][NH:10][CH2:11][CH2:12][C:13]=3[C:14]([CH3:17])([CH3:16])[O:15][C:6]=2[CH:5]=[C:4]([CH:18]([CH3:26])[CH:19]([CH3:25])[CH2:20][CH2:21][CH2:22][CH2:23][CH3:24])[CH:3]=1.Cl[CH2:28][C:29]([N:31]([CH3:33])[CH3:32])=[O:30]>>[OH:1][C:2]1[C:7]2[C:8]3[CH2:9][N:10]([CH2:28][C:29]([N:31]([CH3:33])[CH3:32])=[O:30])[CH2:11][CH2:12][C:13]=3[C:14]([CH3:16])([CH3:17])[O:15][C:6]=2[CH:5]=[C:4]([CH:18]([CH3:26])[CH:19]([CH3:25])[CH2:20][CH2:21][CH2:22][CH2:23][CH3:24])[CH:3]=1. Reported procedure: The above-titled compound was prepared by reacting 10-hydroxy-5,5-dimethyl-8-(1,2-dimethylheptyl)-1,2,3,4-tetrahydro-5H-[1]benzopyrano[4,3-c]pyridine with 2-chloro-N,N-dimethylacetamide according to the method of Example 2; m.p. 122°-124°. Starting materials: N1CCNCCNCC1 (1,4,7-triazacyclononane), C(C=1C(O)=CC=CC1)=O (salicylaldehyde). The reagents and catalysts are [H][H].O=[Pt]=O (H2 PtO2). The product is OC1=C(CN2CCN(CCN(CC2)CC2=C(C=CC=C2)O)CC2=C(C=CC=C2)O)C=CC=C1 (N,N′,N″-Tris(2-hydroxybenzyl)-1,4,7-triazacyclononane). Reaction SMILES: [NH:1]1[CH2:9][CH2:8][NH:7][CH2:6][CH2:5][NH:4][CH2:3][CH2:2]1.[CH:10](=O)[C:11]1[C:12](=[CH:14][CH:15]=[CH:16][CH:17]=1)[OH:13]>[H][H].O=[Pt]=O>[OH:13][C:12]1[CH:14]=[CH:15][CH:16]=[CH:17][C:11]=1[CH2:10][N:1]1[CH2:9][CH2:8][N:7]([CH2:10][C:11]2[CH:17]=[CH:16][CH:15]=[CH:14][C:12]=2[OH:13])[CH2:6][CH2:5][N:4]([CH2:10][C:11]2[CH:17]=[CH:16][CH:15]=[CH:14][C:12]=2[OH:13])[CH2:3][CH2:2]1 |f:2.3|. Reported procedure: From 1,4,7-triazacyclononane, salicylaldehyde and H2/PtO2. The reactants are CN1C(N(C=2CCCC(C2[C@H]1C1=C(C=C(C#N)C=C1)S(=O)(=O)C)=O)C1=CC(=CC=C1)C(F)(F)F)=O ((S)-4-(3-Methyl-2,5-dioxo-1-(3-(trifluoromethyl)phenyl)-1,2,3,4,5,6,7,8-octahydroquinazolin-4-yl)-3-(methylsulfonyl)benzonitrile), FC(C=1C=C(C=CC1)N1C(NC(C=2C(CCCC12)=O)C1=C(C=C(C#N)C=C1)S(=O)(=O)C)=O)F (4-(1-(3-(difluoromethyl)phenyl)-2,5-dioxo-1,2,3,4,5,6,7,8-octahydroquinazolin-4-yl)-3-(methylsulfonyl)benzonitrile). Yields the product FC(C=1C=C(C=CC1)N1C(N(C(C=2C(CCCC12)=O)C1=C(C=C(C#N)C=C1)S(=O)(=O)C)C)=O)F (4-(1-(3-(Difluoromethyl)phenyl)-3-methyl-2,5-dioxo-1,2,3,4,5,6,7,8-octahydroquinazolin-4-yl)-3-(methylsulfonyl)benzonitrile). As a reaction SMILES: [CH3:1][N:2]1[C@H:11]([C:12]2[CH:19]=[CH:18][C:15]([C:16]#[N:17])=[CH:14][C:13]=2[S:20]([CH3:23])(=[O:22])=[O:21])[C:10]2[C:9](=[O:24])[CH2:8][CH2:7][CH2:6][C:5]=2[N:4]([C:25]2[CH:30]=[CH:29][CH:28]=[C:27]([C:31](F)([F:33])[F:32])[CH:26]=2)[C:3]1=[O:35].FC(F)C1C=C(N2C3CCCC(=O)C=3C(C3C=CC(C#N)=CC=3S(C)(=O)=O)NC2=O)C=CC=1>>[F:33][CH:31]([F:32])[C:27]1[CH:26]=[C:25]([N:4]2[C:5]3[CH2:6][CH2:7][CH2:8][C:9](=[O:24])[C:10]=3[CH:11]([C:12]3[CH:19]=[CH:18][C:15]([C:16]#[N:17])=[CH:14][C:13]=3[S:20]([CH3:23])(=[O:22])=[O:21])[N:2]([CH3:1])[C:3]2=[O:35])[CH:30]=[CH:29][CH:28]=1. Procedure: The title compound is prepared in analogy to (S)-4-(3-methyl-2,5-dioxo-1-(3-(trifluoromethyl)phenyl)-1,2,3,4,5,6,7,8-octahydroquinazolin-4-yl)-3-(methylsulfonyl)benzonitrile (example 48), using 4-(1-(3-(difluoromethyl)phenyl)-2,5-dioxo-1,2,3,4,5,6,7,8-octahydroquinazolin-4-yl)-3-(methylsulfonyl)benzonitrile (example 19, 60 mg, 0.13 mmol) as starting material. Yield: 20 mg, ESI mass spectrum [M+H]+=486; Retention time HPLC: 0.99 min (Z017_S04).